describe an organic reaction: reactants, conditions, products, and yield From a dataset of the Open Reaction Database (ORD), a public repository of structured organic reaction records. Yields the product O=C(Nc1ccc(F)cc1)Nc1ccc(Oc2ncnc3[nH]c(CN4CCOCC4)cc23)cc1. RXN SMILES: [C:7]([O:8][BH-:9]([O:10][C:11](=[O:12])[CH3:13])[O:14][C:15](=[O:16])[CH3:17])(=[O:18])[CH3:19].[CH2:1]1[CH2:2][O:3][CH2:4][CH2:5][NH:6]1.[F:21][c:22]1[cH:23][cH:24][c:25]([NH:28][C:29](=[O:30])[NH:31][c:32]2[cH:33][cH:34][c:35]([O:38][c:39]3[c:40]4[c:41]([n:42][cH:43][n:44]3)[nH:45][c:46]([CH:48]=[O:49])[cH:47]4)[cH:36][cH:37]2)[cH:26][cH:27]1.[Na+:20].[O:50]1[CH2:51][CH2:52][CH2:53][CH2:54]1>>[CH2:1]1[CH2:2][O:3][CH2:4][CH2:5][N:6]1[CH2:48][c:46]1[nH:45][c:41]2[c:40]([c:39]([O:38][c:35]3[cH:34][cH:33][c:32]([NH:31][C:29]([NH:28][c:25]4[cH:24][cH:23][c:22]([F:21])[cH:27][cH:26]4)=[O:30])[cH:37][cH:36]3)[n:44][cH:43][n:42]2)[cH:47]1. Starting materials: CC(=O)O[BH-](OC(C)=O)OC(C)=O, C1COCCN1, O=Cc1cc2c(Oc3ccc(NC(=O)Nc4ccc(F)cc4)cc3)ncnc2[nH]1, [Na+], C1CCOC1. Starting materials: FC1=C(C=CC(=C1)F)C1=C(C=CC(=C1)F)C(C)NS(=O)(=O)C1=CC=C(C=C1)OC (N-[1-(2′,4′,5-trifluoro-1,1′-biphenyl-2-yl)ethyl]-4-methoxybenzenesulfonamide), C([O-])([O-])=O.[K+].[K+] (potassium carbonate). Solvent: CN(C=O)C (N,N-dimethylformamide). The product is FC=1C=CC=2C3=CC(=CC=C3C(N(C2C1)S(=O)(=O)C1=CC=C(C=C1)OC)C)F (3,9-Difluoro-5-[(4-methoxyphenyl)sulfonyl]-6-methyl-5,6-dihydrophenanthridine), white solid. Isolated yield 93.0%. As a reaction SMILES: F[C:2]1[CH:7]=[C:6]([F:8])[CH:5]=[CH:4][C:3]=1[C:9]1[CH:14]=[C:13]([F:15])[CH:12]=[CH:11][C:10]=1[CH:16]([NH:18][S:19]([C:22]1[CH:27]=[CH:26][C:25]([O:28][CH3:29])=[CH:24][CH:23]=1)(=[O:21])=[O:20])[CH3:17].C(=O)([O-])[O-].[K+].[K+]>CN(C)C=O>[F:8][C:6]1[CH:7]=[CH:2][C:3]2[C:9]3[C:10]([CH:16]([CH3:17])[N:18]([S:19]([C:22]4[CH:23]=[CH:24][C:25]([O:28][CH3:29])=[CH:26][CH:27]=4)(=[O:20])=[O:21])[C:4]=2[CH:5]=1)=[CH:11][CH:12]=[C:13]([F:15])[CH:14]=3 |f:1.2.3|. Reported procedure: The title compound was prepared from N-[1-(2′,4′,5-trifluoro-1,1′-biphenyl-2-yl)ethyl]-4-methoxybenzenesulfonamide (161 mg, 0.38 mmol), anhydrous N,N-dimethylformamide (1 mL), and potassium carbonate (106 mg, 0.76 mmol) according to the procedure and in the same manner as described in Example 105, step d resulting in the isolation of 143 mg (93%) of a white solid. This material was used without further purification in Example 114, step e; Starting materials: C(C)(=O)OC(C)(C)C (tert-butyl acetate), C(C)(C)NC(C)C (diisopropylamine), CCCCCC.C(CCC)[Li] (n-butyllithium hexane), BrC=1C=NC=C(C(=O)O)C1 (5-bromonicotinic acid), C1=CN(C=N1)C(=O)N2C=CN=C2 (N,N-carbonyldiimidazole). Run in C1CCOC1 (THF), C1CCOC1 (THF). Run at temperature -78 celsius, time 10 minute. Product: BrC=1C=C(C=NC1)C(CC(=O)OC(C)(C)C)=O (tert-butyl 3-(5-bromo-3-pyridinyl)-3-oxopropanoate). Isolated yield 83.2%. As a reaction SMILES: C(NC(C)C)(C)C.CCCCCC.C([Li])CCC.[C:19]([O:22][C:23]([CH3:26])([CH3:25])[CH3:24])(=[O:21])[CH3:20].[Br:27][C:28]1[CH:29]=[N:30][CH:31]=[C:32]([CH:36]=1)[C:33](O)=[O:34].C1N=CN(C(N2C=NC=C2)=O)C=1>C1COCC1>[Br:27][C:28]1[CH:36]=[C:32]([C:33](=[O:34])[CH2:20][C:19]([O:22][C:23]([CH3:26])([CH3:25])[CH3:24])=[O:21])[CH:31]=[N:30][CH:29]=1 |f:1.2|. Procedure details: To a solution of diisopropylamine (5.41 g) in THF (30 mL) was added 1.5 M n-butyllithium hexane solution (35 mL) under dryice acetone cooling and the mixture was stirred at −78° C. for 10 minutes. To this was added tert-butyl acetate (5.87 g) under dryice acetone cooling and the mixture was stirred at −78° C. for 10 minutes and added dropwise to a solution of 5-bromonicotinic acid (3.00 g) and N,N-carbonyldiimidazole (2.65 g) in THF (30 mL) under dryice acetone cooling. The mixture was stirred a... The reactants are COC(=O)c1ccc(O)cc1, Cc1ccccc1, CC(C)OC(=O)N=NC(=O)OC(C)C, OCCCN(Cc1cccc(C(F)(F)F)c1Cl)CC(c1ccccc1)c1ccccc1, c1ccc(P(c2ccccc2)c2ccccc2)cc1. Product: COC(=O)c1ccc(OCCCN(Cc2cccc(C(F)(F)F)c2Cl)CC(c2ccccc2)c2ccccc2)cc1. As a reaction SMILES: [CH3:32][O:33][C:34]([c:35]1[cH:36][cH:37][c:38]([OH:41])[cH:39][cH:40]1)=[O:42].[CH3:76][c:77]1[cH:78][cH:79][cH:80][cH:81][cH:82]1.[O:62]=[C:63]([O:64][CH:65]([CH3:66])[CH3:67])[N:68]=[N:69][C:70]([O:71][CH:72]([CH3:73])[CH3:74])=[O:75].[c:1]1([CH:7]([CH2:8][N:9]([CH2:10][c:11]2[c:12]([Cl:21])[c:13]([C:17]([F:18])([F:19])[F:20])[cH:14][cH:15][cH:16]2)[CH2:22][CH2:23][CH2:24][OH:25])[c:26]2[cH:27][cH:28][cH:29][cH:30][cH:31]2)[cH:2][cH:3][cH:4][cH:5][cH:6]1.[c:43]1([P:44]([c:45]2[cH:46][cH:47][cH:48][cH:49][cH:50]2)[c:51]2[cH:52][cH:53][cH:54][cH:55][cH:56]2)[cH:57][cH:58][cH:59][cH:60][cH:61]1>>[c:1]1([CH:7]([CH2:8][N:9]([CH2:10][c:11]2[c:12]([Cl:21])[c:13]([C:17]([F:18])([F:19])[F:20])[cH:14][cH:15][cH:16]2)[CH2:22][CH2:23][CH2:24][O:25][c:38]2[cH:37][cH:36][c:35]([C:34]([O:33][CH3:32])=[O:42])[cH:40][cH:39]2)[c:26]2[cH:27][cH:28][cH:29][cH:30][cH:31]2)[cH:2][cH:3][cH:4][cH:5][cH:6]1. As a reaction SMILES: [CH3:1][O:2][C:3](=[O:8])[CH:4]([CH3:7])[CH:5]=[CH2:6].[CH3:9][C:10]1[CH:19]=[C:18]([CH2:20][O:21][C:22]2[CH:30]=[CH:29][C:25]([CH:26]=[N:27][OH:28])=[CH:24][CH:23]=2)[C:17]2[C:12](=[CH:13][CH:14]=[CH:15][CH:16]=2)[N:11]=1>>[CH3:1][O:2][C:3](=[O:8])[CH:4]([CH:5]1[O:28][N:27]=[C:26]([C:25]2[CH:24]=[CH:23][C:22]([O:21][CH2:20][C:18]3[C:17]4[C:12](=[CH:13][CH:14]=[CH:15][CH:16]=4)[N:11]=[C:10]([CH3:9])[CH:19]=3)=[CH:30][CH:29]=2)[CH2:6]1)[CH3:7]. Yields the product COC(C(C)C1CC(=NO1)C1=CC=C(C=C1)OCC1=CC(=NC2=CC=CC=C12)C)=O (2-{3-[4-(2-methyl-quinolin-4-ylmethoxy)-phenyl]-4,5-dihydro-isoxazol-5-yl}-propionic acid methyl ester). Yield: 55.0%. The reactants are COC(C(C=C)C)=O (2-methyl-but-3-enoic acid methyl ester), CC1=NC2=CC=CC=C2C(=C1)COC1=CC=C(C=NO)C=C1 (4-(2-methyl-quinolin-4-ylmethoxy)-benzaldehyde oxime). Procedure details: Following a procedure analogous to that used in Example step 1c, but using 2-methyl-but-3-enoic acid methyl ester and 4-(2-methyl-quinolin-4-ylmethoxy)-benzaldehyde oxime from step 1b, the crude product was prepared. The crude product was purified by FCC (flash column chromatography) on silica gel to give 2-{3-[4-(2-methyl-quinolin-4-ylmethoxy)-phenyl]-4,5-dihydro-isoxazol-5-yl}-propionic acid methyl ester (0.13 g, 55%) as a solid residue. MS found: (M+H)+=405. Starting materials: COC1=CC=C(C2=C(C=CC=C12)C)C(=O)O (4-Methoxy-8-methyl-1-naphthoic acid), C12CNCC(O1)C2 (6-oxa-3-azabicyclo[3.1.1]heptane). Yields the product C12CN(CC(O1)C2)C(=O)C2=CC=C(C1=CC=CC(=C21)C)OC (6-Oxa-3-azabicyclo[3.1.1]heptan-3-yl(4-methoxy-8-methylnaphthalen-1-yl)methanone). Reaction SMILES: [CH3:1][O:2][C:3]1[C:12]2[C:7](=[C:8]([CH3:13])[CH:9]=[CH:10][CH:11]=2)[C:6]([C:14]([OH:16])=O)=[CH:5][CH:4]=1.[CH:17]12[CH2:23][CH:21]([O:22]1)[CH2:20][NH:19][CH2:18]2>>[CH:21]12[CH2:23][CH:17]([O:22]1)[CH2:18][N:19]([C:14]([C:6]1[C:7]3[C:12](=[CH:11][CH:10]=[CH:9][C:8]=3[CH3:13])[C:3]([O:2][CH3:1])=[CH:4][CH:5]=1)=[O:16])[CH2:20]2. Procedure details: 4-Methoxy-8-methyl-1-naphthoic acid (Step-5 of Intermediate-22) was reacted with 6-oxa-3-azabicyclo[3.1.1]heptane by following the similar procedure as described in Step-6 of Intermediate-22.